Task: describe an organic reaction: reactants, conditions, products, and yield. Dataset: the Open Reaction Database (ORD), a public repository of structured organic reaction records Reactants: FC(C(=O)O)(F)F (Trifluoroacetic acid), C(O)([O-])=O.[Na+] (sodium hydrogen carbonate), C(C)(C)(C)OC(N[C@H](CC1=CC2=CC=CC=C2C=C1)C(N(C)CCC1=C(C=CC=C1)OCCO)=O)=O ([(1R)-1-(N-{2-[2-(2-hydroxyethoxy)phenyl]ethyl}-N-methylcarbamoyl)-2-(2-naphthyl)ethyl]carbamic acid tert-butyl ester), C(O)([O-])=O.[Na+] (sodium hydrogen carbonate). The solvent is ClCCl (dichloromethane), ClCCl (Dichloromethane). Run at temperature 0 celsius, time 40 minute. The product is N[C@@H](C(=O)N(C)CCC1=C(C=CC=C1)OCCO)CC1=CC2=CC=CC=C2C=C1 ((2R)-2-amino-N-{2-[2-(2-hydroxyethoxy)phenyl]ethyl}-N-methyl-3-(2-naphthyl)propionamide). Isolated yield 51.9%. Reaction SMILES: C(OC(=O)[NH:7][C@@H:8]([C:20](=[O:35])[N:21]([CH2:23][CH2:24][C:25]1[CH:30]=[CH:29][CH:28]=[CH:27][C:26]=1[O:31][CH2:32][CH2:33][OH:34])[CH3:22])[CH2:9][C:10]1[CH:19]=[CH:18][C:17]2[C:12](=[CH:13][CH:14]=[CH:15][CH:16]=2)[CH:11]=1)(C)(C)C.FC(F)(F)C(O)=O.C(=O)([O-])O.[Na+]>ClCCl>[NH2:7][C@H:8]([CH2:9][C:10]1[CH:19]=[CH:18][C:17]2[C:12](=[CH:13][CH:14]=[CH:15][CH:16]=2)[CH:11]=1)[C:20]([N:21]([CH2:23][CH2:24][C:25]1[CH:30]=[CH:29][CH:28]=[CH:27][C:26]=1[O:31][CH2:32][CH2:33][OH:34])[CH3:22])=[O:35] |f:2.3|. Reported procedure: A solution of [(1R)-1-(N-{2-[2-(2-hydroxyethoxy)phenyl]ethyl}-N-methylcarbamoyl)-2-(2-naphthyl)ethyl]carbamic acid tert-butyl ester (519 mg, 1.85 mmol) in dichloromethane (3 ml) was cooled to 0° C. Trifluoroacetic acid (3 mL) was added. The reaction mixture was stirred at 0° C. for 40 min. Dichloromethane (20 ml) was added. A saturated solution of sodium hydrogen carbonate (10 ml) was added dropwise. Solid sodium hydrogen carbonate was added, until pH 7 was obtained. The phases were separated. T... The reactants are CC1CN(C(=O)CNC(=O)OC(C)(C)C)C(C)CN1Cc1ccc(F)cc1, ClCCl, O=C(O)C(F)(F)F. Product: CC1CN(C(=O)CN)C(C)CN1Cc1ccc(F)cc1. RXN SMILES: [C:1]([O:2][C:3](=[O:4])[NH:7][CH2:8][C:9](=[O:10])[N:11]1[CH:12]([CH3:26])[CH2:13][N:14]([CH2:18][c:19]2[cH:20][cH:21][c:22]([F:25])[cH:23][cH:24]2)[CH:15]([CH3:17])[CH2:16]1)([CH3:5])([CH3:6])[CH3:27].[Cl:35][CH2:36][Cl:37].[OH:28][C:29]([C:30]([F:31])([F:32])[F:33])=[O:34]>>[NH2:7][CH2:8][C:9](=[O:10])[N:11]1[CH:12]([CH3:26])[CH2:13][N:14]([CH2:18][c:19]2[cH:20][cH:21][c:22]([F:25])[cH:23][cH:24]2)[CH:15]([CH3:17])[CH2:16]1. Starting materials: CC(C)(C)OC(=O)N1CC=CC(O)C1, ClCCl, O=[Cr](=O)([O-])Cl, c1cc[nH+]cc1. Yields the product CC(C)(C)OC(=O)N1CC=CC(=O)C1. As a reaction SMILES: [C:1]([CH3:2])([CH3:3])([CH3:4])[O:5][C:6](=[O:7])[N:8]1[CH2:9][CH:10]([OH:14])[CH:11]=[CH:12][CH2:13]1.[Cl:26][CH2:27][Cl:28].[O:15]=[Cr:16]([Cl:17])([O-:18])=[O:19].[nH+:20]1[cH:21][cH:22][cH:23][cH:24][cH:25]1>>[C:1]([CH3:2])([CH3:3])([CH3:4])[O:5][C:6](=[O:7])[N:8]1[CH2:9][C:10](=[O:14])[CH:11]=[CH:12][CH2:13]1. Reactants: Cl.S(=O)(=O)(C1=CC=C(C)C=C1)N1C=CC=2C1=NC=C(N2)N (5-tosyl-5H-pyrrolo[2,3-b]pyrazin-2-amine hydrochloride), BrCC(=O)C1CCCCC1 (2-bromo-1-cyclohexylethanone), CCN(C(C)C)C(C)C (DIEA). Reported procedure: To a suspension of 5-tosyl-5H-pyrrolo[2,3-b]pyrazin-2-amine hydrochloride (0.10 g, 0.35 mmol) and 2-bromo-1-cyclohexylethanone (0.078 g, 0.38 mmol, 3B Pharmachem) in n-BuOH (1.5 mL) was added DIEA (0.067 g, 0.52 mmol) and the resulting solution was heated at about 170° C. in the CEM™ microwave for about 30 min. The solvent was removed under reduced pressure to afford 7-cyclohexyl-3-tosyl-3H-imidazo[1,2-a]pyrrolo[2,3-e]pyrazine as a crude solid that was used in Step D without further purification... Solvent: CCCCO (n-BuOH). As a reaction SMILES: Cl.[S:2]([N:12]1[C:16]2=[N:17][CH:18]=[C:19]([NH2:21])[N:20]=[C:15]2[CH:14]=[CH:13]1)([C:5]1[CH:11]=[CH:10][C:8]([CH3:9])=[CH:7][CH:6]=1)(=[O:4])=[O:3].Br[CH2:23][C:24]([CH:26]1[CH2:31][CH2:30][CH2:29][CH2:28][CH2:27]1)=O.CCN(C(C)C)C(C)C>CCCCO>[CH:26]1([C:24]2[N:21]=[C:19]3[CH:18]=[N:17][C:16]4[N:12]([S:2]([C:5]5[CH:6]=[CH:7][C:8]([CH3:9])=[CH:10][CH:11]=5)(=[O:3])=[O:4])[CH:13]=[CH:14][C:15]=4[N:20]3[CH:23]=2)[CH2:31][CH2:30][CH2:29][CH2:28][CH2:27]1 |f:0.1|. The product is C1(CCCCC1)C=1N=C2N(C3=C(N=C2)N(C=C3)S(=O)(=O)C3=CC=C(C)C=C3)C1 (7-cyclohexyl-3-tosyl-3H-imidazo[1,2-a]pyrrolo[2,3-e]pyrazine). Reaction conditions: temperature 170 celsius.